Dataset: the Open Reaction Database (ORD), a public repository of structured organic reaction records. Task: describe an organic reaction: reactants, conditions, products, and yield Starting materials: NC1=C(C=CC(=C1)Cl)Cl (1-amino-2,5-dichlorobenzene), NC1=C(C=C(C=C1)C)S(=O)(=O)O (1-amino-4-methylbenzene-2-sulfonic acid), 4-sulfonic acid, C1=CC=C(C=C1)OC2=CC=CC=C2N (2-aminodiphenyl ether), 2-aminonaphthalene-1, 2-aminonaphthalene-1,5, NC1=C(C=C(C=C1)[N+](=O)[O-])OC (1-amino-2-methoxy-4-nitrobenzene), 4-sulfonic acid, 8-sulfonic acid, NC1=C(C=CC=2C(=CC(=CC12)S(=O)(=O)O)S(=O)(=O)O)S(=O)(=O)O (1-aminonaphthalene-2,5,7-trisulfonic acid), 3- or -4-methoxybenzene, 4-carboxylic acid, 1-aminobenzene-2, 1-aminobenzene-2, 3- or -4-methylbenzene, ( 1 ), NC1(CC=CC=C1)C1=CC=CC=C1 (1-aminobiphenyl), 4-aminobenzene-3,4'-disulfonic acid, 3- or -4-chlorobenzene, 4-sulfonamide, NC1=CC=CC2=CC=CC=C12 (1-aminonaphthalene), 1-aminobenzene-2, NC1=CC(=CC=C1OC)C (1-amino-3-methyl-6-methoxybenzene), NC1=CC2=CC=CC=C2C=C1 (2-aminonaphthalene), NC1=C(C=CC(=C1)C)C (1-amino-2,5-dimethylbenzene), NC1=CC=CC=C1 (aminobenzene), 1-aminonaphthalene-2, 1-aminonaphthalene-3,6, 1-aminobenzene-2,4, 3-methoxy-4-amino-6-methylazobenzene-2',4'-disulfonic acid, NC1=CC(=CC=C1S(=O)(=O)O)C (1-amino-3-methylbenzene-6 -sulfonic acid), 1-amino-6-methylbenzene-3, 3-methoxy-4-amino-6-methylazobenzene-2',5'-disulfonic acid, 2-aminonaphthalene-1,5,7, 8-sulfonic acid. Product: NC1=CC=C(C(=C1S(=O)(=O)O)CN)OC (1-amino-4-methoxy-5-aminomethylbenzene-6-sulfonic acid). Reaction SMILES: [NH2:1][C:2]1[CH:7]=[CH:6][CH:5]=[CH:4][CH:3]=1.[NH2:8][C:9]1C=C(Cl)C=CC=1Cl.NC1C=C(C)C=CC=1C.NC1C([O:33][CH3:34])=CC=C(C)C=1.NC1C=CC([N+]([O-])=O)=CC=1OC.NC1(C2C=CC=CC=2)C=CC=CC1.C1C=CC(OC2C(N)=CC=CC=2)=CC=1.NC1C=CC(C)=CC=1[S:83]([OH:86])(=[O:85])=[O:84].NC1C(S(O)(=O)=O)=CC=C(C)C=1.NC1C2C(=CC=CC=2)C=CC=1.NC1C=CC2C(=CC=CC=2)C=1.NC1C2C=C(S(O)(=O)=O)C=C(S(O)(=O)=O)C=2C=CC=1S(O)(=O)=O>>[NH2:1][C:2]1[C:7]([S:83]([OH:86])(=[O:85])=[O:84])=[C:6]([CH2:9][NH2:8])[C:5]([O:33][CH3:34])=[CH:4][CH:3]=1. Reported procedure: If both radicals --N(R1)--X1 and --N(R2)--X2 in formula (1) are attached to the same component, e.g. the coupling component, as described above, it is also possible to use as diazo components those which do not contain an acylatable amino group in addition to the amino group to be diazotised. Examples of such diazo components are: aminobenzene, 1-amino-2-, -3- or -4-methylbenzene, 1-amino-2-, -3- or -4-methoxybenzene, 1-amino-2-, -3- or -4-chlorobenzene, 1-amino-2,5-dichlorobenzene, 1-amino-2,5-... The reactants are C1CCNCC1, ClCC1CO1, ClCCl, [Na+], [OH-], CNC(=O)CCC(=O)c1ccc(O)cc1. The product is CNC(=O)CCC(=O)c1ccc(OCC2CO2)cc1. As a reaction SMILES: [CH2:21]1[CH2:22][CH2:23][NH:24][CH2:25][CH2:26]1.[Cl:16][CH2:17][CH:18]1[CH2:19][O:20]1.[Cl:29][CH2:30][Cl:31].[Na+:28].[OH-:27].[OH:1][c:2]1[cH:3][cH:4][c:5]([C:6](=[O:7])[CH2:8][CH2:9][C:10](=[O:11])[NH:12][CH3:13])[cH:14][cH:15]1>>[O:1]([c:2]1[cH:3][cH:4][c:5]([C:6](=[O:7])[CH2:8][CH2:9][C:10](=[O:11])[NH:12][CH3:13])[cH:14][cH:15]1)[CH2:17][CH:18]1[CH2:19][O:20]1. Reactants: C(C1=CC(OC)=C(O)C(OC)=C1)=O (syringaldehyde), C([O-])([O-])=O.[K+].[K+] (potassium carbonate), P(=O)(OC)(OC)OC (trimethyl phosphate). Run at temperature 80 celsius. Product: COC=1C=C(C=O)C=C(C1OC)OC (3,4,5-trimethoxybenzaldehyde). Yield: 92.1%. Reaction SMILES: [CH:1](=[O:13])[C:2]1[CH:12]=[C:9]([O:10][CH3:11])[C:7]([OH:8])=[C:4]([O:5][CH3:6])[CH:3]=1.[C:14](=O)([O-])[O-].[K+].[K+].P(OC)(OC)(OC)=O>>[CH3:11][O:10][C:9]1[CH:12]=[C:2]([CH:3]=[C:4]([O:5][CH3:6])[C:7]=1[O:8][CH3:14])[CH:1]=[O:13] |f:1.2.3|. Procedure details: In an apparatus similar to Example 1, 15.2 g (0.083 mol) of syringaldehyde and 15.0 g (0.11 mol) of potassium carbonate were heated to 105° C. under nitrogen and 15 ml (0.12 mol) of trimethyl phosphate were added over 10 minutes. The mixture was maintained at about 80° C. for 3 hours then cooled to 45° C. and quenched with 50 ml of H2O. The tan solid which precipitated was collected, washed with 3×50 ml of water and dried to give 15 g (92%) of 3,4,5-trimethoxybenzaldehyde. Starting materials: CC(=O)Oc1ccc(C(=O)O)cc1, ClC(Cl)Cl, [Cl-], O, CCCCCCCCCCCCOC(=O)c1ccc(O)cc1, c1ccncc1. The product is CCCCCCCCCCCCOC(=O)c1ccc(OC(=O)c2ccc(OC(C)=O)cc2)cc1. As a reaction SMILES: [C:24]([CH3:25])(=[O:26])[O:27][c:28]1[cH:29][cH:30][c:31]([C:32](=[O:33])[OH:34])[cH:35][cH:36]1.[CH:44]([Cl:45])([Cl:46])[Cl:47].[Cl-:23].[OH2:37].[OH:1][c:2]1[cH:3][cH:4][c:5]([C:6](=[O:7])[O:8][CH2:9][CH2:10][CH2:11][CH2:12][CH2:13][CH2:14][CH2:15][CH2:16][CH2:17][CH2:18][CH2:19][CH3:20])[cH:21][cH:22]1.[cH:38]1[cH:39][cH:40][n:41][cH:42][cH:43]1>>[O:1]([c:2]1[cH:3][cH:4][c:5]([C:6](=[O:7])[O:8][CH2:9][CH2:10][CH2:11][CH2:12][CH2:13][CH2:14][CH2:15][CH2:16][CH2:17][CH2:18][CH2:19][CH3:20])[cH:21][cH:22]1)[C:32]([c:31]1[cH:30][cH:29][c:28]([O:27][C:24]([CH3:25])=[O:26])[cH:36][cH:35]1)=[O:33]. Starting materials: C1(=CC=CC=C1)C=[N+]=[N-] (Phenyl diazomethane), sulphide, ( B ), [H][H] (hydrogen), C(C1=CC=CC=C1)=O (benzaldehyde). Reagents/catalysts: C(C)(=O)[O-].[Rh+2].C(C)(=O)[O-] (rhodium (II) acetate). Solvent: ClCCl (dichloromethane). Product: C1(=CC=CC=C1)C1C(C2=CC=CC=C2)O1 (Stilbene oxide). The yield is 58.0%. Reaction SMILES: [C:1]1([CH:7]=[N+]=[N-])[CH:6]=[CH:5][CH:4]=[CH:3][CH:2]=1.[H][H].[CH:12](=[O:19])[C:13]1[CH:18]=[CH:17][CH:16]=[CH:15][CH:14]=1>ClCCl.C([O-])(=O)C.[Rh+2].C([O-])(=O)C>[C:1]1([CH:7]2[O:19][CH:12]2[C:13]2[CH:18]=[CH:17][CH:16]=[CH:15][CH:14]=2)[CH:6]=[CH:5][CH:4]=[CH:3][CH:2]=1 |f:4.5.6|. Reported procedure: Phenyl diazomethane (1 mmol in 6 ml of t-butylmethylether) was added to a stirred solution of a sulphide of formula (B) wherein R' is hydrogen (0.2 mmol), rhodium (II) acetate (4.0 mg, 0.01 mmol) and benzaldehyde (1 mmol) in dichloromethane (4 ml) at room temperature over a period of 24 hours. After the addition was complete the solvent was removed in vacuo and the residue was chromatographed over silica [eluent dichloromethane:petrol (2:3)] to give the titled compound in 58% yield and 11% ee. Starting materials: CS(C)=O, NCCc1ccc(CCC2CCCCC2)cc1, Nc1nc(Cl)nc2c1ncn2C1OC(CO)C(O)C1O. Product: Nc1nc(NCCc2ccc(CCC3CCCCC3)cc2)nc2c1ncn2C1OC(CO)C(O)C1O. RXN SMILES: [CH3:38][S:39]([CH3:40])=[O:41].[CH:21]1([CH2:27][CH2:28][c:29]2[cH:30][cH:31][c:32]([CH2:33][CH2:34][NH2:35])[cH:36][cH:37]2)[CH2:22][CH2:23][CH2:24][CH2:25][CH2:26]1.[Cl:1][c:2]1[n:3][c:4]([NH2:20])[c:5]2[n:6][cH:7][n:8]([CH:9]3[CH:10]([OH:11])[CH:12]([OH:13])[CH:14]([CH2:15][OH:16])[O:17]3)[c:18]2[n:19]1>>[c:2]1([NH:35][CH2:34][CH2:33][c:32]2[cH:31][cH:30][c:29]([CH2:28][CH2:27][CH:21]3[CH2:22][CH2:23][CH2:24][CH2:25][CH2:26]3)[cH:37][cH:36]2)[n:3][c:4]([NH2:20])[c:5]2[n:6][cH:7][n:8]([CH:9]3[CH:10]([OH:11])[CH:12]([OH:13])[CH:14]([CH2:15][OH:16])[O:17]3)[c:18]2[n:19]1. The reactants are ICCN1C(=CC(=C1)Cl)CC(=O)OC (methyl 1-(2-iodoethyl)-4-chloropyrrol-2-acetate), [Cl-].[Na+] (sodium chloride). Solvent: CN(C=O)C (dimethylformamide). Run at time 2 hour. Product: ClC=1C=C2N(CCC2C(=O)OC)C1 (methyl 6-chloro-1,2-dihydro-3H-pyrrolo[1,2-a]pyrrole-1-carboxylate). RXN SMILES: I[CH2:2][CH2:3][N:4]1[CH:8]=[C:7]([Cl:9])[CH:6]=[C:5]1[CH2:10][C:11]([O:13][CH3:14])=[O:12].[Cl-].[Na+]>CN(C)C=O>[Cl:9][C:7]1[CH:6]=[C:5]2[CH:10]([C:11]([O:13][CH3:14])=[O:12])[CH2:2][CH2:3][N:4]2[CH:8]=1 |f:1.2|. Reported procedure: In an atmosphere of argon, 2.52 g. of 50% sodium hydride in mineral oil (0.053 mol.) is washed free of the carrier with dry hexane (2×20 ml.). Thereafter 150 ml. of anhydrous dimethylformamide is added and the mixture is cooled to 0°. To this mixture is added, with stirring, 16.4 g. of methyl 1-(2-iodoethyl)-4-chloropyrrol-2-acetate (0.05 mol.) dissolved in 50 ml. dimethylformamide. The reaction mixture is left at room temperature for 2 hours, when saturated aqueous sodium chloride solution is a... Reactants: O=C([O-])O, CCO, COc1ccc(-c2nn3c(NC4CCCC4)cccc3c2-c2ccnc(Nc3cccc([N+](=O)[O-])c3)n2)cc1, [Na+], O, O, Cl[Sn]Cl. The product is COc1ccc(-c2nn3c(NC4CCCC4)cccc3c2-c2ccnc(Nc3cccc(N)c3)n2)cc1. As a reaction SMILES: [C:45](=[O:46])([OH:47])[O-:48].[CH3:50][CH2:51][OH:52].[CH:1]1([NH:6][c:7]2[cH:8][cH:9][cH:10][c:11]3[n:12]2[n:13][c:14](-[c:32]2[cH:33][cH:34][c:35]([O:38][CH3:39])[cH:36][cH:37]2)[c:15]3-[c:16]2[n:17][c:18]([NH:22][c:23]3[cH:24][c:25]([N+:29]([O-:30])=[O:31])[cH:26][cH:27][cH:28]3)[n:19][cH:20][cH:21]2)[CH2:2][CH2:3][CH2:4][CH2:5]1.[Na+:49].[OH2:40].[OH2:41].[Sn:42]([Cl:43])[Cl:44]>>[CH:1]1([NH:6][c:7]2[cH:8][cH:9][cH:10][c:11]3[n:12]2[n:13][c:14](-[c:32]2[cH:33][cH:34][c:35]([O:38][CH3:39])[cH:36][cH:37]2)[c:15]3-[c:16]2[n:17][c:18]([NH:22][c:23]3[cH:24][c:25]([NH2:29])[cH:26][cH:27][cH:28]3)[n:19][cH:20][cH:21]2)[CH2:2][CH2:3][CH2:4][CH2:5]1. The reactants are COC1C(OCCCC(=O)OCC)=CC=C(C1=C=O)[N+](=O)[O-] (ethyl 4-(2-methoxy-carbonyl-4-nitrophenoxy)butyrate). The reagents and catalysts are [C].[Pd] (palladium-carbon). Solvent: C1CCOC1 (THF). Run at time 4 hour. Product: NC1=CC(=C(OCCCC(=O)OCC)C=C1)C(=O)OC (ethyl 4-(4-amino-2-methoxycarbonyl-phenoxy)butyrate). The yield is 205.5%. RXN SMILES: CO[CH:3]1[C:17](=C=O)[C:16]([N+:20]([O-])=O)=[CH:15][CH:14]=[C:4]1[O:5][CH2:6][CH2:7][CH2:8][C:9]([O:11][CH2:12][CH3:13])=[O:10]>C1COCC1.[C].[Pd]>[NH2:20][C:16]1[CH:15]=[CH:14][C:4]([O:5][CH2:6][CH2:7][CH2:8][C:9]([O:11][CH2:12][CH3:13])=[O:10])=[C:3]([C:9]([O:11][CH3:12])=[O:10])[CH:17]=1 |f:2.3|. Procedure: In THF (25 ml) was dissolved ethyl 4-(2-methoxy-carbonyl-4-nitrophenoxy)butyrate (2.37 g, 7.61 mmol), and to the mixture was added 10% palladium-carbon (containing 50% water, 0.94 g). The mixture was subjected to catalytic reduction at room temperature for 4 hours. Insoluble materials were filtered off, and the filtrate was dried with anhydrous magnesium sulfate and concentrated under reduced pressure to give ethyl 4-(4-amino-2-methoxycarbonyl-phenoxy)butyrate (2.20 g).